From a dataset of the Open Reaction Database (ORD), a public repository of structured organic reaction records. describe an organic reaction: reactants, conditions, products, and yield The reactants are CCOC(CN(C(=O)CCl)C(C)CCC(C)C)OCC, CCO, [Na+], [Na+], O=C([O-])[O-], OCCO, Cc1ccccc1S(=O)(=O)O. Product: CC(C)CCC(C)N(CC1OCCO1)C(=O)CCl. RXN SMILES: [CH3:1][CH:2]([CH2:3][CH2:4][CH:5]([CH3:6])[CH3:7])[N:8]([C:9]([CH2:10][Cl:11])=[O:12])[CH2:13][CH:14]([O:15][CH2:16][CH3:17])[O:18][CH2:19][CH3:20].[CH3:42][CH2:43][OH:44].[Na+:36].[Na+:37].[O-:38][C:39](=[O:40])[O-:41].[OH:21][CH2:22][CH2:23][OH:24].[c:25]1([CH3:26])[c:27]([S:28]([OH:29])(=[O:30])=[O:31])[cH:32][cH:33][cH:34][cH:35]1>>[CH3:1][CH:2]([CH2:3][CH2:4][CH:5]([CH3:6])[CH3:7])[N:8]([C:9]([CH2:10][Cl:11])=[O:12])[CH2:13][CH:14]1[O:15][CH2:20][CH2:19][O:18]1. Product: C(C)(C)(C)OC(=O)NCC1=C(C=C(C(=O)N2CCCCC3=C2C=CC=C3)C=C1)[N+](=O)[O-] (1-(4-[tert-Butyloxycarbonylaminomethyl]-3-nitrobenzoyl)-2,3,4,5-tetrahydro-1H-1-benzazepine). As a reaction SMILES: [C:1]([O:5][C:6]([NH:8][CH2:9][C:10]1[CH:18]=[CH:17][C:13]([C:14]([OH:16])=O)=[CH:12][C:11]=1[N+:19]([O-:21])=[O:20])=[O:7])([CH3:4])([CH3:3])[CH3:2].[NH:22]1[C:28]2[CH:29]=[CH:30][CH:31]=[CH:32][C:27]=2[CH2:26][CH2:25][CH2:24][CH2:23]1>>[C:1]([O:5][C:6]([NH:8][CH2:9][C:10]1[CH:18]=[CH:17][C:13]([C:14]([N:22]2[C:28]3[CH:29]=[CH:30][CH:31]=[CH:32][C:27]=3[CH2:26][CH2:25][CH2:24][CH2:23]2)=[O:16])=[CH:12][C:11]=1[N+:19]([O-:21])=[O:20])=[O:7])([CH3:2])([CH3:3])[CH3:4]. Reported procedure: The carboxylic acid from Example B (0.911 g, 3.08 mmol) was reacted with 2,3,4,5-tetrahydro-1H-1-benzazepine (0.453 g, 3.08 mmol) according to the procedure in Example 1A. The product was purified by flash chromatography on silica (eluant EtOAc:pet. ether 50:50); yield 0.58 g (43%). Reactants: C(C)(C)(C)OC(=O)NCC1=C(C=C(C(=O)O)C=C1)[N+](=O)[O-] (4-(tert-Butyloxycarbonylaminomethyl)-3-nitrobenzoic acid), N1CCCCC2=C1C=CC=C2 (2,3,4,5-tetrahydro-1H-1-benzazepine). Reactants: OC1=CC=C2CCC(NC2=C1)=O (7-hydroxy-3,4-dihydrocarbostyril), C(C(CCl)O)O (glycerol α-monochlorohydrin). The product is OC(COC1=CC=C2CCC(NC2=C1)=O)CO (7-(2,3-dihydroxy)propoxy-3,4-dihyrocarbostyril). Reaction SMILES: [OH:1][C:2]1[CH:11]=[C:10]2[C:5]([CH2:6][CH2:7][C:8](=[O:12])[NH:9]2)=[CH:4][CH:3]=1.[CH2:13]([OH:18])[CH:14]([OH:17])[CH2:15]Cl>>[OH:17][CH:14]([CH2:13][OH:18])[CH2:15][O:1][C:2]1[CH:11]=[C:10]2[C:5]([CH2:6][CH2:7][C:8](=[O:12])[NH:9]2)=[CH:4][CH:3]=1. Procedure: In the same manner as described in Example 7, 7-hydroxy-3,4-dihydrocarbostyril was reacted with glycerol α-monochlorohydrin to give 7-(2,3-dihydroxy)propoxy-3,4-dihyrocarbostyril as white needle-like srystals having a melting point of 143° - 144° C.